This data is from the Open Reaction Database (ORD), a public repository of structured organic reaction records. The task is: describe an organic reaction: reactants, conditions, products, and yield Starting materials: BrC(=CC1=CC=C(C=C1)CC)Br (1,1-Dibromo-2-(4-ethylphenyl)ethylene), O (Water), O1CCCC1 (tetrahydrofuran), solution, C(CCC)[Li] (butyl lithium). The solvent is CCCCCC (hexane). The product is C(C)C1=CC=C(C=C1)C#C (4-ethylphenylacetylene). As a reaction SMILES: Br[C:2](Br)=[CH:3][C:4]1[CH:9]=[CH:8][C:7]([CH2:10][CH3:11])=[CH:6][CH:5]=1.O1CCCC1.C([Li])CCC.O>CCCCCC>[CH2:10]([C:7]1[CH:8]=[CH:9][C:4]([C:3]#[CH:2])=[CH:5][CH:6]=1)[CH3:11]. Procedure: 1,1-Dibromo-2-(4-ethylphenyl)ethylene (1.1 g., 3.69 mmol.) is dissolved in 20 ml. of dry tetrahydrofuran and maintained under a nitrogen atmosphere. The solution is cooled to -78° and 3.9 ml. of a 1.9 M solution of butyl lithium in hexane is added with stirring. The reaction mixture is stirred 1 hour at -78°, then warmed to ambient temperature and stirred an additional hour. Water is added, the mixture is extracted with petroleum ether, the extracts are combined, dried (MgSO4) and concentrated t... The reactants are Cl.ClC=1C=C(C=CC1)[C@@]1([C@H](NC(CO1)(C)C)C)O ((+/−)-(2R*,3R*)-2-(3-chlorophenyl)-3,5,5-trimethyl-2-morpholinol hydrochloride), Cl.CC1NC(COC1O)(C)C (3,5,5-trimethyl-2-morpholinol hydrochloride), [OH-].[Na+] (sodium hydroxide), C(C)OCC (diethyl ether). The solvent is O (water). Run at time 30 minute. The product is ClC=1C=C(C=CC1)[C@@]1([C@H](NC(CO1)(C)C)C)O ((+/−)-(2R*,3R*)-2-(3-chlorophenyl)-3,5,5-trimethyl-2-morpholinol). As a reaction SMILES: Cl.[Cl:2][C:3]1[CH:4]=[C:5]([C@@:9]2([OH:18])[O:14][CH2:13][C:12]([CH3:16])([CH3:15])[NH:11][C@@H:10]2[CH3:17])[CH:6]=[CH:7][CH:8]=1.Cl.CC1C(O)OCC(C)(C)N1.C(OCC)C.[OH-].[Na+]>O>[Cl:2][C:3]1[CH:4]=[C:5]([C@@:9]2([OH:18])[O:14][CH2:13][C:12]([CH3:15])([CH3:16])[NH:11][C@@H:10]2[CH3:17])[CH:6]=[CH:7][CH:8]=1 |f:0.1,2.3,5.6|. Procedure details: (+/−)-(2R*,3R*)-2-(3-chlorophenyl)-3,5,5-trimethyl-2-morpholinol hydrochloride may be converted back to its free base by the following process. A 3.0 g sample of (+/−)-(2R*,3R*)-2-3-chlorophenyl)-3,5,5-trimethyl-2-morpholinol hydrochloride was dissolved in water (100 mL) and diethyl ether was added (200 mL). The mixture was chilled in an ice bath and the pH was adjusted to >10 with 1.0N aqueous sodium hydroxide. After stirring for 30 min., the phases were separated and the aqueous phase was extr... RXN SMILES: [CH2:23]1[O:24][CH2:25][CH2:26][CH2:27]1.[CH3:17][O:18][C:19]([CH2:20][NH2:21])=[O:22].[CH3:1][CH:2]([CH:3]=[O:4])[NH:5][C:6]([O:7][CH2:8][c:9]1[cH:10][cH:11][cH:12][cH:13][cH:14]1)=[O:15].[CH3:28][OH:29].[ClH:16]>>[CH3:1][CH:2]([CH2:3][NH:21][CH2:20][C:19]([O:18][CH3:17])=[O:22])[NH:5][C:6]([O:7][CH2:8][c:9]1[cH:10][cH:11][cH:12][cH:13][cH:14]1)=[O:15]. The product is COC(=O)CNCC(C)NC(=O)OCc1ccccc1. The reactants are C1CCOC1, COC(=O)CN, CC(C=O)NC(=O)OCc1ccccc1, CO, Cl. Starting materials: resultant mixture, C(C=O)(=O)O (glyoxalic acid), C[C@@H]1CC[C@H]([C@@H](C1)O)C(C)C (L-menthol), S(O)(O)(=O)=O (sulfuric acid). The solvent is C1CCCCC1 (cyclohexane), O (water). Conditions: time 6 hour. Product: C(C=O)(=O)OC1CC(CCC1C(C)C)C (menthyl glyoxalate). RXN SMILES: [C:1]([OH:5])(=[O:4])[CH:2]=[O:3].[CH3:6][C@H:7]1[CH2:12][C@@H:11](O)[C@H:10]([CH:14]([CH3:16])[CH3:15])[CH2:9][CH2:8]1.S(=O)(=O)(O)O>C1CCCCC1.O>[C:1]([O:5][CH:9]1[CH:10]([CH:14]([CH3:16])[CH3:15])[CH2:11][CH2:12][CH:7]([CH3:6])[CH2:8]1)(=[O:4])[CH:2]=[O:3]. Reported procedure: A mixture of aqueous glyoxalic acid (200 g; 50% w/v), L-menthol (632.4 g) and concentrated sulfuric acid (3.5 g) in cyclohexane (600 mL) was refluxed at 80° C. to 85° C. for 3 to 4 hours. Water (115 mL) was removed by azeotropic distillation using a Dean Stark trap. The resulting solution was allowed to cool to room temperature and diluted with de-ionized water (500 mL). The organic layer was separated and diluted with de-ionized water (800 mL). The pH of the resultant mixture was adjusted to 5 ... Reactants: FC(C(=O)O)(F)F.FC(C(=O)O)(F)F.ClC=1C=NC=2NC=3C=CC=C(CCC4=C(C=CC(NC1N2)=C4)NC(CC4CCNCC4)=O)C3 (N-[6-chloro-2,4,8,22-tetraazatetracyclo[14.3.1.1(3,7).1(9,13)]docosa-1(20), 3(22),4,6,9(21),10,12,16,18-nonaen-12-yl]-2-piperidin-4-ylacetamide bis(trifluoroacetate)), CN(S(=O)(=O)Cl)C (dimethylsulfamoyl chloride). Yields the product FC(C(=O)O)(F)F.ClC=1C=NC=2NC=3C=CC=C(CCC4=C(C=CC(NC1N2)=C4)NC(CC4CCN(CC4)S(=O)(=O)N(C)C)=O)C3 (N-[6-Chloro-2,4,8,22-tetraazatetracyclo[14.3.1.1(3,7).1(9,13)]docosa-1(20),3(22),4,6,9(21),10,12,16,18-nonaen-12-yl]-2-{1-[(dimethylamino)sulfonyl]piperidin-4-yl}acetamide trifluoroacetate). The yield is 38.0%. RXN SMILES: [F:1][C:2]([F:7])([F:6])[C:3]([OH:5])=[O:4].FC(F)(F)C(O)=O.[Cl:15][C:16]1[CH:17]=[N:18][C:19]2[NH:20][C:21]3[CH:22]=[CH:23][CH:24]=[C:25]([CH:47]=3)[CH2:26][CH2:27][C:28]3[CH:36]=[C:32]([NH:33][C:34]=1[N:35]=2)[CH:31]=[CH:30][C:29]=3[NH:37][C:38](=[O:46])[CH2:39][CH:40]1[CH2:45][CH2:44][NH:43][CH2:42][CH2:41]1.[CH3:48][N:49]([CH3:54])[S:50](Cl)(=[O:52])=[O:51]>>[F:1][C:2]([F:7])([F:6])[C:3]([OH:5])=[O:4].[Cl:15][C:16]1[CH:17]=[N:18][C:19]2[NH:20][C:21]3[CH:22]=[CH:23][CH:24]=[C:25]([CH:47]=3)[CH2:26][CH2:27][C:28]3[CH:36]=[C:32]([NH:33][C:34]=1[N:35]=2)[CH:31]=[CH:30][C:29]=3[NH:37][C:38](=[O:46])[CH2:39][CH:40]1[CH2:45][CH2:44][N:43]([S:50]([N:49]([CH3:54])[CH3:48])(=[O:52])=[O:51])[CH2:42][CH2:41]1 |f:0.1.2,4.5|. Procedure: The desired compound was prepared according to the procedure of Example A42, using N-[6-chloro-2,4,8,22-tetraazatetracyclo[14.3.1.1(3,7).1(9,13)]docosa-1(20), 3(22),4,6,9(21),10,12,16,18-nonaen-12-yl]-2-piperidin-4-ylacetamide bis(trifluoroacetate) and dimethylsulfamoyl chloride as starting materials in 38% yield. 1H NMR (300 MHz, DMSO-d6): δ 9.42 (s, 1H), 9.36 (s, 1H), 9.29 (s, 1H), 8.12 (s, 1H), 8.00 (s, 1H), 7.76 (s, 1H), 7.21 (d, 1H), 7.05 (m, 2H), 6.89 (d, 1H), 6.79 (d, 1H), 3.58 (d, 2H), 2... Reactants: S(O)(O)(=O)=O (sulfuric acid), C(C)(C)(C)O[K] (tert-butoxy potassium), BrC1=CC=C(C(=O)C2=CC=CC=C2)C=C1 (4-bromobenzophenone), C(C)OP(=O)(OCC)CC1=C(C=C(C(=C1)OCC)CP(=O)(OCC)OCC)OCC (1,4-bis(diethylphosphonomethyl)-2,5-diethoxybenzene). The solvent is O (water), O1CCCC1 (tetrahydrofuran), O1CCCC1 (tetrahydrofuran). Run at time 3.5 hour. Yields the product BrC1=CC=C(C=C1)C(=CC1=C(C=C(C(=C1)OCC)C=C(C1=CC=C(C=C1)Br)C1=CC=CC=C1)OCC)C1=CC=CC=C1 (1,4-bis[2-(4-bromophenyl)-2-phenylethenyl]-2,5-diethoxybenzene). Reaction SMILES: [Br:1][C:2]1[CH:15]=[CH:14][C:5]([C:6]([C:8]2[CH:13]=[CH:12][CH:11]=[CH:10][CH:9]=2)=O)=[CH:4][CH:3]=1.C(OP([CH2:24][C:25]1[CH:30]=[C:29]([O:31][CH2:32][CH3:33])[C:28]([CH2:34]P(OCC)(OCC)=O)=[CH:27][C:26]=1[O:43][CH2:44][CH3:45])(OCC)=O)C.[C:46](O[K])([CH3:49])([CH3:48])[CH3:47].S(=O)(=O)(O)O>O1CCCC1.O>[Br:1][C:2]1[CH:15]=[CH:14][C:5]([C:6]([C:8]2[CH:13]=[CH:12][CH:11]=[CH:10][CH:9]=2)=[CH:34][C:28]2[CH:27]=[C:26]([O:43][CH2:44][CH3:45])[C:25]([CH:24]=[C:47]([C:8]3[CH:13]=[CH:12][CH:11]=[CH:10][CH:9]=3)[C:46]3[CH:49]=[CH:15][C:2]([Br:1])=[CH:3][CH:48]=3)=[CH:30][C:29]=2[O:31][CH2:32][CH3:33])=[CH:4][CH:3]=1. Procedure details: Under an inert atmosphere, 4-bromobenzophenone (2.611 g, 10 mmol), and 1,4-bis(diethylphosphonomethyl)-2,5-diethoxybenzene (1.912 g, 4.10 mmol) are dissolved in tetrahydrofuran (30 g). At room temperature, tetrahydrofuran (10.92 g) solution of tert-butoxy potassium (1.380 g, 12.30 mmol) is added dropwise for 5 minutes, and successively stirred for 3.5 hours. The reaction mixture is charged into water (200 ml) and neutralized with 5% sulfuric acid. After neutralization, a hydrophobic solvent is a... Run at time 8 hour. The reagents and catalysts are C1=CC=C(C=C1)P([C-]2C=CC=C2)C3=CC=CC=C3.C1=CC=C(C=C1)P([C-]2C=CC=C2)C3=CC=CC=C3.Cl[Pd]Cl.[Fe+2].C(Cl)Cl (PdCl2(dppf) CH2Cl2). Solvent: O1CCOCC1 (dioxane), C(Cl)Cl (DCM). Starting materials: FC(C1=CC(=C(C=C1)B1OC(C(O1)(C)C)(C)C)OC)F (2-(4-(difluoromethyl)-2-methoxyphenyl)-4,4,5,5-tetramethyl-1,3,2-dioxaborolane), BrC1=CC=C2C(=NC(=NC2=C1)C)Cl (7-bromo-4-chloro-2-methylquinazoline), C([O-])([O-])=O.[K+].[K+] (potassium carbonate), O (water). Procedure: A solution of PdCl2(dppf)-CH2Cl2 adduct (0.095 g, 0.116 mmol), 2-(4-(difluoromethyl)-2-methoxyphenyl)-4,4,5,5-tetramethyl-1,3,2-dioxaborolane (Intermediate TTT) (0.863 g, 4.27 mmol), 7-bromo-4-chloro-2-methylquinazoline (ACES Pharma, 1.000 g, 3.88 mmol), and potassium carbonate (2.147 g, 15.53 mmol) in 12 mL dioxane was treated with 4 mL water and was allowed to stir at room temperature overnight. LC/MS showed mostly product, so the reaction mixture was diluted with DCM and filtered through a pl... The product is BrC1=CC=C2C(=NC(=NC2=C1)C)C1=C(C=C(C=C1)C(F)F)OC (7-BROMO-4-(4-(DIFLUOROMETHYL)-2-METHOXYPHENYL)-2-METHYLQUINAZOLINE). RXN SMILES: [F:1][CH:2]([F:20])[C:3]1[CH:8]=[CH:7][C:6](B2OC(C)(C)C(C)(C)O2)=[C:5]([O:18][CH3:19])[CH:4]=1.[Br:21][C:22]1[CH:31]=[C:30]2[C:25]([C:26](Cl)=[N:27][C:28]([CH3:32])=[N:29]2)=[CH:24][CH:23]=1.C(=O)([O-])[O-].[K+].[K+].O>O1CCOCC1.C(Cl)Cl.C1C=CC(P(C2C=CC=CC=2)[C-]2C=CC=C2)=CC=1.C1C=CC(P(C2C=CC=CC=2)[C-]2C=CC=C2)=CC=1.Cl[Pd]Cl.[Fe+2].C(Cl)Cl>[Br:21][C:22]1[CH:31]=[C:30]2[C:25]([C:26]([C:6]3[CH:7]=[CH:8][C:3]([CH:2]([F:1])[F:20])=[CH:4][C:5]=3[O:18][CH3:19])=[N:27][C:28]([CH3:32])=[N:29]2)=[CH:24][CH:23]=1 |f:2.3.4,8.9.10.11.12|. Starting materials: CC(=O)c1ccc(OCc2ccccc2)c2[nH]c(=O)ccc12, CO, CC(Cl)Cl. The product is O=C(CCl)c1ccc(OCc2ccccc2)c2[nH]c(=O)ccc12. RXN SMILES: [C:1]([CH3:2])(=[O:3])[c:4]1[c:5]2[cH:6][cH:7][c:8](=[O:22])[nH:9][c:10]2[c:11]([O:14][CH2:15][c:16]2[cH:17][cH:18][cH:19][cH:20][cH:21]2)[cH:12][cH:13]1.[CH3:27][OH:28].[Cl:23][CH:24]([Cl:25])[CH3:26]>>[C:1]([CH2:2][Cl:23])(=[O:3])[c:4]1[c:5]2[cH:6][cH:7][c:8](=[O:22])[nH:9][c:10]2[c:11]([O:14][CH2:15][c:16]2[cH:17][cH:18][cH:19][cH:20][cH:21]2)[cH:12][cH:13]1.